From a dataset of the Open Reaction Database (ORD), a public repository of structured organic reaction records. describe an organic reaction: reactants, conditions, products, and yield The reactants are NCc1ccc2c(c1)OCO2, CCO, N#CCSc1nc(Cl)cc(-c2ccccc2)n1, [Na+], [Na+], O=C([O-])[O-]. Yields the product N#CCSc1nc(NCc2ccc3c(c2)OCO3)cc(-c2ccccc2)n1. RXN SMILES: [CH2:18]([c:19]1[cH:20][c:21]2[c:25]([cH:26][cH:27]1)[O:24][CH2:23][O:22]2)[NH2:28].[CH3:35][CH2:36][OH:37].[Cl:1][c:2]1[n:3][c:4]([S:14][CH2:15][C:16]#[N:17])[n:5][c:6](-[c:8]2[cH:9][cH:10][cH:11][cH:12][cH:13]2)[cH:7]1.[Na+:29].[Na+:30].[O-:31][C:32](=[O:33])[O-:34]>>[c:2]1([NH:28][CH2:18][c:19]2[cH:20][c:21]3[c:25]([cH:26][cH:27]2)[O:24][CH2:23][O:22]3)[n:3][c:4]([S:14][CH2:15][C:16]#[N:17])[n:5][c:6](-[c:8]2[cH:9][cH:10][cH:11][cH:12][cH:13]2)[cH:7]1. The reactants are Cl.COC1=CC2=C(CC(N(CC2)CCCN(CCC2=CC(=C(C=C2)OC)OC)C)=O)C=C1OC (1-[7,8-dimethoxy-1,3,4,5-tetrahydro-2H-3-benzazepin-2-on-3-yl]-3-[N-methyl-N-(2-{3,4-dimethoxy-phenyl}-ethyl)-amino]-propane hydrochloride), N (ammonia), [Mn](=O)(=O)(=O)[O-].[K+] (potassium permanganate), ice water. Run in C(C)(=O)OC(C)=O (acetic anhydride), CC(=O)C (acetone). Run at temperature 20 celsius, time 20 minute. The product is Cl.COC1=CC2=C(C(C(N(CC2)CCCN(CCC2=CC(=C(C=C2)OC)OC)C)=O)=O)C=C1OC (1-[7,8-Dimethoxy-1,3,4,5-tetrahydro-2-H-3-benzazepine-1,2-dione-3-yl]-3-[N-methyl-N-(2-{3,4-dimethoxyphenyl]-ethyl)-amino]-propane hydrochloride). RXN SMILES: [ClH:1].[CH3:2][O:3][C:4]1[C:32]([O:33][CH3:34])=[CH:31][C:7]2[CH2:8][C:9](=[O:30])[N:10]([CH2:13][CH2:14][CH2:15][N:16]([CH3:29])[CH2:17][CH2:18][C:19]3[CH:24]=[CH:23][C:22]([O:25][CH3:26])=[C:21]([O:27][CH3:28])[CH:20]=3)[CH2:11][CH2:12][C:6]=2[CH:5]=1.[Mn]([O-])(=O)(=O)=[O:36].[K+].N>C(OC(=O)C)(=O)C.CC(C)=O>[ClH:1].[CH3:2][O:3][C:4]1[C:32]([O:33][CH3:34])=[CH:31][C:7]2[C:8](=[O:36])[C:9](=[O:30])[N:10]([CH2:13][CH2:14][CH2:15][N:16]([CH3:29])[CH2:17][CH2:18][C:19]3[CH:24]=[CH:23][C:22]([O:25][CH3:26])=[C:21]([O:27][CH3:28])[CH:20]=3)[CH2:11][CH2:12][C:6]=2[CH:5]=1 |f:0.1,2.3,7.8|. Reported procedure: 1.98 gm (4.0 mmols) of 1-[7,8-dimethoxy-1,3,4,5-tetrahydro-2H-3-benzazepin-2-on-3-yl]-3-[N-methyl-N-(2-{3,4-dimethoxy-phenyl}-ethyl)-amino]-propane hydrochloride were suspended in 50 ml of acetic anhydride; the suspension was mixed with 2.5 gm of potassium permanganate, and the mixture was stirred for 20 minutes at 20° C. The reaction mixture was poured into ice water and made alkaline with concentrated ammonia. The precipitated manganese dioxide was suction-filtered off, and the filtrate was ex... The reactants are O (water), IC1C(C=C2CC[C@H]3[C@@H]4CCC([C@@]4(C)CC[C@@H]3[C@]2([C@H]1C)C)=O)=O (2-iodo-1α-methyl-androst-4-ene-3,17-dione), IC1C(C=C2CC[C@H]3[C@@H]4CCC([C@@]4(C)CC[C@@H]3[C@]2([C@H]1C)C)=O)=O (2-iodo-1α-methyl-androst-4-ene-3,17-dione), C([O-])([O-])=O.[Li+].[Li+] (lithium carbonate). Run in CN1C(CCC1)=O (N-methyl-pyrrolidone). Yields the product CC1=CC(C=C2CC[C@H]3[C@@H]4CCC([C@@]4(C)CC[C@@H]3[C@@]12C)=O)=O (1-Methyl-androsta-1,4-diene-3,17-dione). As a reaction SMILES: I[CH:2]1[C@H:19]([CH3:20])[C@@:18]2([CH3:21])[C:5]([CH2:6][CH2:7][C@@H:8]3[C@@H:17]2[CH2:16][CH2:15][C@@:13]2([CH3:14])[C@H:9]3[CH2:10][CH2:11][C:12]2=[O:22])=[CH:4][C:3]1=[O:23].C(=O)([O-])[O-].[Li+].[Li+].O>CN1CCCC1=O>[CH3:20][C:19]1[C@@:18]2([CH3:21])[C:5]([CH2:6][CH2:7][C@@H:8]3[C@@H:17]2[CH2:16][CH2:15][C@@:13]2([CH3:14])[C@H:9]3[CH2:10][CH2:11][C:12]2=[O:22])=[CH:4][C:3](=[O:23])[CH:2]=1 |f:1.2.3|. Procedure: 14.9 g of 2-iodo-1α-methyl-androst-4-ene-3,17-dione crude product of example 7 and 4.73 g (64 mmol) of anhydrous lithium carbonate are stirred in 95 ml of N-methyl-pyrrolidone for 1 hour at 130° C. under nitrogen atmosphere. After cooling of the reaction solution it is added to 0.6 1 of water and the product is extracted 3 times with 450 ml of ethyl acetate. The combined ethyl acetate phases are dried on sodium sulfate and then concentrated by evaporation. The residue is chromatographed on silic... Reactants: C1(CCCCC1)ON1C(CC(CC1(C)C)=O)(C)C (1-cyclohexyloxy-2,2,6,6,-tetramethyl-piperidin-4-one), C(CCCCCCCCCCC)N (dodecylamine). Product: C1(CCCCC1)ON1C(CC(CC1(C)C)NCCCCCCCCCCCC)(C)C (1-Cyclohexyloxy-4-dodecylamino-2,2,6,6-tetramethylpiperidine). Isolated yield 82.0%. RXN SMILES: [CH:1]1([O:7][N:8]2[C:13]([CH3:15])([CH3:14])[CH2:12][C:11](=O)[CH2:10][C:9]2([CH3:18])[CH3:17])[CH2:6][CH2:5][CH2:4][CH2:3][CH2:2]1.[CH2:19]([NH2:31])[CH2:20][CH2:21][CH2:22][CH2:23][CH2:24][CH2:25][CH2:26][CH2:27][CH2:28][CH2:29][CH3:30]>>[CH:1]1([O:7][N:8]2[C:13]([CH3:15])([CH3:14])[CH2:12][CH:11]([NH:31][CH2:19][CH2:20][CH2:21][CH2:22][CH2:23][CH2:24][CH2:25][CH2:26][CH2:27][CH2:28][CH2:29][CH3:30])[CH2:10][C:9]2([CH3:18])[CH3:17])[CH2:6][CH2:5][CH2:4][CH2:3][CH2:2]1. Procedure: The title compound is prepared in 82% yield as a colorless syrup from 1-cyclohexyloxy-2,2,6,6,-tetramethyl-piperidin-4-one and dodecylamine according to the procedure of Example 11B. Starting materials: CC(=O)O, CCO, O=Cc1c[nH]c2ccccc12, NNc1cc(N2CCOCC2)n2ncc(-c3ccccn3)c2n1. Product: C(=NNc1cc(N2CCOCC2)n2ncc(-c3ccccn3)c2n1)c1c[nH]c2ccccc12. Reaction SMILES: [CH3:35][C:36](=[O:37])[OH:38].[CH3:39][CH2:40][OH:41].[CH:24](=[O:25])[c:26]1[cH:27][nH:28][c:29]2[cH:30][cH:31][cH:32][cH:33][c:34]12.[O:1]1[CH2:2][CH2:3][N:4]([c:7]2[cH:8][c:9]([NH:22][NH2:23])[n:10][c:11]3[n:12]2[n:13][cH:14][c:15]3-[c:16]2[n:17][cH:18][cH:19][cH:20][cH:21]2)[CH2:5][CH2:6]1>>[O:1]1[CH2:2][CH2:3][N:4]([c:7]2[cH:8][c:9]([NH:22][N:23]=[CH:24][c:26]3[cH:27][nH:28][c:29]4[cH:30][cH:31][cH:32][cH:33][c:34]34)[n:10][c:11]3[n:12]2[n:13][cH:14][c:15]3-[c:16]2[n:17][cH:18][cH:19][cH:20][cH:21]2)[CH2:5][CH2:6]1. Reactants: OC(COC1CCC(CC1)C(C)(C)C1CCC(CC1)OCC(CN1C(CC2(OCCO2)CC1(C)C)(C)C)O)CN1C(CC2(OCCO2)CC1(C)C)(C)C (2,2-bis{4-[2-hydroxy-3-(7,7,9,9-tetramethyl-1,4-dioxa-8-azaspiro[4.5]dec-8-yl)propoxy]cyclohexyl}propane), C(C1=CC=CC=C1)(=O)SC=1SC2=C(N1)C=CC=C2 (2-benzoylthiobenzthiazole). The solvent is C1=CC=CC=C1 (benzene). The product is C(C1=CC=CC=C1)(=O)OC(COC1CCC(CC1)C(C)(C)C1CCC(CC1)OCC(CN1C(CC2(OCCO2)CC1(C)C)(C)C)OC(C1=CC=CC=C1)=O)CN1C(CC2(OCCO2)CC1(C)C)(C)C (2,2-bis{4-[2-benzoyloxy-3-(7,7,9,9-tetramethyl-1,4-dioxa-8-azaspiro[4.5]dec-8-yl)propoxy]cyclohexyl}propane). Reaction SMILES: [OH:1][CH:2]([CH2:39][N:40]1[C:49]([CH3:51])([CH3:50])[CH2:48][C:43]2([O:47][CH2:46][CH2:45][O:44]2)[CH2:42][C:41]1([CH3:53])[CH3:52])[CH2:3][O:4][CH:5]1[CH2:10][CH2:9][CH:8]([C:11]([CH:14]2[CH2:19][CH2:18][CH:17]([O:20][CH2:21][CH:22]([OH:38])[CH2:23][N:24]3[C:33]([CH3:35])([CH3:34])[CH2:32][C:27]4([O:31][CH2:30][CH2:29][O:28]4)[CH2:26][C:25]3([CH3:37])[CH3:36])[CH2:16][CH2:15]2)([CH3:13])[CH3:12])[CH2:7][CH2:6]1.[C:54](SC1SC2C=CC=CC=2N=1)(=[O:61])[C:55]1[CH:60]=[CH:59][CH:58]=[CH:57][CH:56]=1>C1C=CC=CC=1>[C:54]([O:1][CH:2]([CH2:39][N:40]1[C:41]([CH3:53])([CH3:52])[CH2:42][C:43]2([O:47][CH2:46][CH2:45][O:44]2)[CH2:48][C:49]1([CH3:51])[CH3:50])[CH2:3][O:4][CH:5]1[CH2:10][CH2:9][CH:8]([C:11]([CH:14]2[CH2:19][CH2:18][CH:17]([O:20][CH2:21][CH:22]([O:38][C:54](=[O:61])[C:55]3[CH:56]=[CH:57][CH:58]=[CH:59][CH:60]=3)[CH2:23][N:24]3[C:33]([CH3:35])([CH3:34])[CH2:32][C:27]4([O:28][CH2:29][CH2:30][O:31]4)[CH2:26][C:25]3([CH3:37])[CH3:36])[CH2:16][CH2:15]2)([CH3:12])[CH3:13])[CH2:7][CH2:6]1)(=[O:61])[C:55]1[CH:60]=[CH:59][CH:58]=[CH:57][CH:56]=1. Reported procedure: 1.5 g of 2,2-bis{4-[2-hydroxy-3-(7,7,9,9-tetramethyl-1,4-dioxa-8-azaspiro[4.5]dec-8-yl)propoxy]cyclohexyl}propane and 1.2 g of 2-benzoylthiobenzthiazole were refluxed in 30 ml of anhydrous benzene for 4.5 hours. After completion of the reaction, the reaction mixture was treated with an aqueous alkali and then extracted with benzene, giving crystals. The crystals were purified by column chromatography through silica gel eluted with a 4:1 by volume mixture of diethyl ether and ethyl acetate. The d...